From a dataset of the Open Reaction Database (ORD), a public repository of structured organic reaction records. describe an organic reaction: reactants, conditions, products, and yield Starting materials: [Br-], O=C(O)CC(NC(=O)OCc1ccccc1)C(=O)O, CO, [K+], NC(CC(=O)O)C(=O)O. Yields the product O=C1CC(NC(=O)OCc2ccccc2)C(=O)O1. Reaction SMILES: [Br-:29].[CH2:1]([c:2]1[cH:3][cH:4][cH:5][cH:6][cH:7]1)[O:8][C:9](=[O:10])[NH:11][CH:12]([CH2:13][C:14](=[O:15])[OH:16])[C:17](=[O:18])[OH:19].[CH3:31][OH:32].[K+:30].[NH2:20][CH:21]([C:22](=[O:23])[OH:24])[CH2:25][C:26](=[O:27])[OH:28]>>[CH2:1]([c:2]1[cH:3][cH:4][cH:5][cH:6][cH:7]1)[O:8][C:9](=[O:10])[NH:11][CH:12]1[CH2:13][C:14](=[O:16])[O:19][C:17]1=[O:18]. Starting materials: O=C([O-])O, CO, CC1(C)OCC(c2cccc(C(=O)C(C(=O)c3cccc(F)c3)=C3Nc4ccccc4N3)c2)O1, [Na+], O, O, Cc1ccc(S(=O)(=O)O)cc1. The product is O=C(C(C(=O)c1cccc(C(O)CO)c1)=C1Nc2ccccc2N1)c1cccc(F)c1. As a reaction SMILES: [C:49](=[O:50])([OH:51])[O-:52].[CH3:1][OH:2].[NH:3]1[C:4](=[C:12]([C:13](=[O:14])[c:15]2[cH:16][c:17]([CH:21]3[O:22][C:23]([CH3:26])([CH3:27])[O:24][CH2:25]3)[cH:18][cH:19][cH:20]2)[C:28](=[O:29])[c:30]2[cH:31][c:32]([F:36])[cH:33][cH:34][cH:35]2)[NH:5][c:6]2[c:7]1[cH:8][cH:9][cH:10][cH:11]2.[Na+:53].[OH2:37].[OH2:54].[c:38]1([CH3:39])[cH:40][cH:41][c:42]([S:43]([OH:44])(=[O:45])=[O:46])[cH:47][cH:48]1>>[NH:3]1[C:4](=[C:12]([C:13](=[O:14])[c:15]2[cH:16][c:17]([CH:21]([OH:22])[CH2:25][OH:24])[cH:18][cH:19][cH:20]2)[C:28](=[O:29])[c:30]2[cH:31][c:32]([F:36])[cH:33][cH:34][cH:35]2)[NH:5][c:6]2[c:7]1[cH:8][cH:9][cH:10][cH:11]2.